This data is from the Open Reaction Database (ORD), a public repository of structured organic reaction records. The task is: describe an organic reaction: reactants, conditions, products, and yield The reactants are COC(=O)C=1OC=CC1Br (3-Bromofuran-2-carboxylic acid methyl ester), C(C)(C)(C)OC(=O)N1CCC(=CC1)B1OC(C(O1)(C)C)(C)C (4-(4,4,5,5-tetramethyl-[1,3,2]dioxaborolan-2-yl)-3,6-dihydro-2H-pyridine-1-carboxylic acid t-butyl ester), C(=O)([O-])[O-].[Na+].[Na+] (Na2CO3). Reagents/catalysts: Cl[Pd]([P](C1=CC=CC=C1)(C2=CC=CC=C2)C3=CC=CC=C3)([P](C4=CC=CC=C4)(C5=CC=CC=C5)C6=CC=CC=C6)Cl (PdCl2(PPh3)2). The solvent is C1CCOC1 (THF). Run at temperature 80 celsius. Yields the product C(C)(C)(C)OC(=O)N1CCC(=CC1)C1=C(OC=C1)C(=O)OC (4-(2-methoxycarbonylfuran-3-yl)-3,6-dihydro-2H-pyridine-1-carboxylic acid t-butyl ester). Isolated yield 69.7%. Reaction SMILES: [CH3:1][O:2][C:3]([C:5]1[O:6][CH:7]=[CH:8][C:9]=1Br)=[O:4].[C:11]([O:15][C:16]([N:18]1[CH2:23][CH:22]=[C:21](B2OC(C)(C)C(C)(C)O2)[CH2:20][CH2:19]1)=[O:17])([CH3:14])([CH3:13])[CH3:12].C([O-])([O-])=O.[Na+].[Na+]>Cl[Pd](Cl)([P](C1C=CC=CC=1)(C1C=CC=CC=1)C1C=CC=CC=1)[P](C1C=CC=CC=1)(C1C=CC=CC=1)C1C=CC=CC=1.C1COCC1>[C:11]([O:15][C:16]([N:18]1[CH2:19][CH:20]=[C:21]([C:9]2[CH:8]=[CH:7][O:6][C:5]=2[C:3]([O:2][CH3:1])=[O:4])[CH2:22][CH2:23]1)=[O:17])([CH3:14])([CH3:12])[CH3:13] |f:2.3.4,^1:41,60|. Procedure details: 3-Bromofuran-2-carboxylic acid methyl ester (2.0 g, 9.8 mmol, 1.0 eq.), 4-(4,4,5,5-tetramethyl-[1,3,2]dioxaborolan-2-yl)-3,6-dihydro-2H-pyridine-1-carboxylic acid t-butyl ester (3.1 g, 10 mmol, 1.0 eq.), THF (100 mL) and Na2CO3 (20 mL, 40 mmol, 4.0 eq.) were combined. The mixture was degassed and purged with nitrogen (3×). PdCl2(PPh3)2 (0.2 g, 0.3 mmol, 0.03 eq.) was added, and the mixture was again degassed and purged with nitrogen (3×), then heated at 80° C. overnight. The mixture was then coo... Reactants: CCOCC, CO, NC1CCCCCC1, O=C(Nc1nc2cccc(Cl)n2n1)c1cccnc1, Cl. Yields the product Cl, Cl, O=C(Nc1nc2cccc(NC3CCCCCC3)n2n1)c1cccnc1. As a reaction SMILES: [CH3:28][CH2:29][O:30][CH2:31][CH3:32].[CH3:34][OH:35].[CH:20]1([NH2:27])[CH2:21][CH2:22][CH2:23][CH2:24][CH2:25][CH2:26]1.[Cl:1][c:2]1[cH:3][cH:4][cH:5][c:6]2[n:7]1[n:8][c:9]([NH:11][C:12]([c:13]1[cH:14][n:15][cH:16][cH:17][cH:18]1)=[O:19])[n:10]2.[ClH:33]>>[ClH:1].[ClH:33].[c:2]1([NH:27][CH:20]2[CH2:21][CH2:22][CH2:23][CH2:24][CH2:25][CH2:26]2)[cH:3][cH:4][cH:5][c:6]2[n:7]1[n:8][c:9]([NH:11][C:12]([c:13]1[cH:14][n:15][cH:16][cH:17][cH:18]1)=[O:19])[n:10]2. The reactants are CC(=O)Oc1c(C)cc(O)c(C)c1C, CC(=O)Oc1c(C)c(C)c2c(c1C)CCC(C)(C#N)O2, O=P(O)(O)O. Product: Cc1c(C)c2c(c(C)c1O)CCC(C)(C#N)O2. As a reaction SMILES: [C:1]([O:2][c:3]1[c:4]([CH3:5])[cH:6][c:7]([OH:8])[c:9]([CH3:10])[c:11]1[CH3:12])(=[O:13])[CH3:14].[C:20](=[O:21])([CH3:22])[O:23][c:24]1[c:25]([CH3:39])[c:26]2[c:31]([c:32]([CH3:35])[c:33]1[CH3:34])[O:30][C:29]([C:36]#[N:37])([CH3:38])[CH2:28][CH2:27]2.[P:15](=[O:16])([OH:17])([OH:18])[OH:19]>>[OH:23][c:24]1[c:25]([CH3:39])[c:26]2[c:31]([c:32]([CH3:35])[c:33]1[CH3:34])[O:30][C:29]([C:36]#[N:37])([CH3:38])[CH2:28][CH2:27]2. Starting materials: N[C@@H]([C@@H](C)CC)CO (L-(+)-isoleucinol), C1COS(=O)(=O)C1 (1,3-propanesultone). The solvent is C1CCOC1 (THF). Product: OC[C@H](C(CC)C)NCCCS(=O)(=O)O (3-{[(1S)-1-(hydroxymethyl)-2-methylbutyl]amino}-1-propanesulfonic acid). Isolated yield 43.6%. As a reaction SMILES: [NH2:1][C@H:2]([CH2:7][OH:8])[C@H:3]([CH2:5][CH3:6])[CH3:4].[CH2:9]1[CH2:15][S:12](=[O:14])(=[O:13])[O:11][CH2:10]1>C1COCC1>[OH:8][CH2:7][C@@H:2]([NH:1][CH2:10][CH2:9][CH2:15][S:12]([OH:14])(=[O:13])=[O:11])[CH:3]([CH3:4])[CH2:5][CH3:6]. Procedure: To a solution of L-(+)-isoleucinol (2.0 g, 17.1 mmol) in THF (30 mL) was slowly added 1,3-propanesultone (1.94 g, 16.3 mmol). The solution was stirred at reflux for 2 hours. The reaction was cooled to room temperature. The solid was collected by filtration and washed with acetone (2×20 mL). The solid was dissolved in 70% water/EtOH (240 mL). Dowex Marathon C ion exchange resin (strongly acidic, 15 g) was added to the solution. The suspension was stirred for 15 minutes before the resin was remove... Starting materials: OC1=CC=C(C(=O)O)C=C1 (p-Hydroxybenzoic acid), [N+](=O)([O-])C1=CC=C(C=C1)N=C=O (p-nitrophenylisocyanate), OC1=CC=C(C(=O)O)C=C1 (p-hydroxybenzoic acid), [N+](=O)([O-])C1=CC=C(C=C1)N=C=O (p-Nitrophenylisocyanate). The reagents and catalysts are [O-]CC.[Na+] (sodium ethoxide). The solvent is O (water), N,N'-dimethylacetamide. Reaction conditions: temperature 30 celsius, time 24 minute. Product: OC1=CC=C(C(=O)NC2=CC=C(C=C2)[N+](=O)[O-])C=C1 (4-Hydroxy-4'-nitrobenzanilide). Reaction SMILES: [OH:1][C:2]1[CH:10]=[CH:9][C:5]([C:6]([OH:8])=O)=[CH:4][CH:3]=1.[N+:11]([C:14]1[CH:19]=[CH:18][C:17]([N:20]=C=O)=[CH:16][CH:15]=1)([O-:13])=[O:12]>[O-]CC.[Na+].O>[OH:1][C:2]1[CH:3]=[CH:4][C:5]([C:6]([NH:20][C:17]2[CH:18]=[CH:19][C:14]([N+:11]([O-:13])=[O:12])=[CH:15][CH:16]=2)=[O:8])=[CH:9][CH:10]=1 |f:2.3|. Procedure details: p-Hydroxybenzoic acid (59.05 grams, 0.4275 mole), sodium ethoxide catalyst (0.133 gram, 0.225% wt. of the p-hydroxybenzoic acid used) and N,N'-dimethylacetamide solvent (404 grams) are added to a reactor equipped with a reflux condenser and stirred under a nitrogen atmosphere at 80° C. p-Nitrophenylisocyanate (73.85 grams, 0.450 mole) is initially added in an aliquot of 25.00 grams, followed by 25.00 and 23-85 gram aliquots eleven then nine minutes later, respectively, and so as to maintain a 80... The reactants are C1(=CC=CC=C1)C(N1CC2N(CCCC3=C2C=CC=C3)C(C1)=O)(C1=CC=CC=C1)C1=CC=CC=C1 (2-(triphenylmethyl)-4-oxo-1,2,3,4,6,7,8,12b-octahydropyrazino[2,1-a][2]benzazepine), COC=1C=CC(=CC1)P2(=S)SP(=S)(S2)C=3C=CC(=CC3)OC (Lawesson's reagent). The solvent is CN(C)P(=O)(N(C)C)N(C)C (HMPA). Conditions: time 3 hour. The product is S=C1CNCC2N1CCCC1=C2C=CC=C1 (4-Thioxo-1,2,3,4,6,7,8,12b-octahydropyrazino[2,1-a][2]benzazepine). Reaction SMILES: C1(C(C2C=CC=CC=2)(C2C=CC=CC=2)[N:8]2[CH2:22][C:21](=O)[N:11]3[CH2:12][CH2:13][CH2:14][C:15]4[CH:20]=[CH:19][CH:18]=[CH:17][C:16]=4[CH:10]3[CH2:9]2)C=CC=CC=1.COC1C=CC(P2(SP(C3C=CC(OC)=CC=3)(=S)S2)=[S:45])=CC=1>CN(P(N(C)C)(N(C)C)=O)C>[S:45]=[C:21]1[N:11]2[CH2:12][CH2:13][CH2:14][C:15]3[CH:20]=[CH:19][CH:18]=[CH:17][C:16]=3[CH:10]2[CH2:9][NH:8][CH2:22]1. Reported procedure: A mixture of 2-(triphenylmethyl)-4-oxo-1,2,3,4,6,7,8,12b-octahydropyrazino[2,1-a][2]benzazepine (0.66 g) and Lawesson's reagent (2,4-bis(4-methoxyphenyl)-1,3-dithia-2,4-diphosphetane-2,4-disulphide) (0.29 g) in HMPA (10 ml) was heated to 80° under a nitrogen atmosphere. The mixture was stirred at this temperature for 3 hr, cooled and partitioned between water and diethyl ether. The organic layer was washed with water and evaporated to a yellow foam. This residue was dissolved in acetone (20 ml),... Starting materials: Cl.C(C)(=O)OCC (Hydrochloric acid ethyl acetate), C(CCCCCCCCCCCCCCCCC)NC(OCC1CC=CCC1C(=O)NCCN1CCCCC1)=O ([6-[[(2-piperidinoethyl)amino]carbonyl]-3-cyclohexenyl]methyl N-octadecylcarbamate). Run in C(C)(=O)OCC (ethyl acetate). Reaction conditions: time 30 minute. Yields the product Cl.C(CCCCCCCCCCCCCCCCC)NC(OCC1CC=CCC1C(=O)NCCN1CCCCC1)=O ([6-[[(2-Piperidinoethyl)amino]carbonyl]-3-cyclohexenyl]methyl N-octadecylcarbamate hydrochloride). RXN SMILES: [ClH:1].C(OCC)(=O)C.[CH2:8]([NH:26][C:27](=[O:47])[O:28][CH2:29][CH:30]1[CH:35]([C:36]([NH:38][CH2:39][CH2:40][N:41]2[CH2:46][CH2:45][CH2:44][CH2:43][CH2:42]2)=[O:37])[CH2:34][CH:33]=[CH:32][CH2:31]1)[CH2:9][CH2:10][CH2:11][CH2:12][CH2:13][CH2:14][CH2:15][CH2:16][CH2:17][CH2:18][CH2:19][CH2:20][CH2:21][CH2:22][CH2:23][CH2:24][CH3:25]>C(OCC)(=O)C>[ClH:1].[CH2:8]([NH:26][C:27](=[O:47])[O:28][CH2:29][CH:30]1[CH:35]([C:36]([NH:38][CH2:39][CH2:40][N:41]2[CH2:42][CH2:43][CH2:44][CH2:45][CH2:46]2)=[O:37])[CH2:34][CH:33]=[CH:32][CH2:31]1)[CH2:9][CH2:10][CH2:11][CH2:12][CH2:13][CH2:14][CH2:15][CH2:16][CH2:17][CH2:18][CH2:19][CH2:20][CH2:21][CH2:22][CH2:23][CH2:24][CH3:25] |f:0.1,4.5|. Procedure: 4N Hydrochloric acid/ethyl acetate solution (1.30 ml) was added to a solution of [6-[[(2-piperidinoethyl)amino]carbonyl]-3-cyclohexenyl]methyl N-octadecylcarbamate (2.431 g) in ethyl acetate (50 ml). After being stirred for 30 minutes at room temperature, the reaction mixture was concentrated. The residue was recrystallized with methanol-isopropyl ether mixed solution, thereby yielding the entitled compound (2.407 g) as white solid. Reactants: O=C(Cl)c1cccnc1, O=c1[nH]c(=O)n(C2CC(OCc3ccccc3)C(CO)O2)cc1F, Cl, c1ccncc1. Yields the product O=C(OCC1OC(n2cc(F)c(=O)[nH]c2=O)CC1OCc1ccccc1)c1cccnc1. Reaction SMILES: [C:2]([c:3]1[cH:4][n:5][cH:6][cH:7][cH:8]1)(=[O:9])[Cl:10].[CH2:11]([c:12]1[cH:13][cH:14][cH:15][cH:16][cH:17]1)[O:18][CH:19]1[CH2:20][CH:21]([n:26]2[c:27](=[O:28])[nH:29][c:30](=[O:31])[c:32]([F:34])[cH:33]2)[O:22][CH:23]1[CH2:24][OH:25].[ClH:1].[cH:35]1[cH:36][cH:37][n:38][cH:39][cH:40]1>>[C:2]([c:3]1[cH:4][n:5][cH:6][cH:7][cH:8]1)(=[O:9])[O:25][CH2:24][CH:23]1[CH:19]([O:18][CH2:11][c:12]2[cH:13][cH:14][cH:15][cH:16][cH:17]2)[CH2:20][CH:21]([n:26]2[c:27](=[O:28])[nH:29][c:30](=[O:31])[c:32]([F:34])[cH:33]2)[O:22]1. Reactants: O=C([O-])[O-], CC#N, C[Si](C)(C)CCOCCl, CCOC(C)=O, COC(=O)c1ccccc1C(=O)c1ccc(O)cc1, [Cs+], [Cs+]. The product is COC(=O)c1ccccc1C(=O)c1ccc(OCOCC[Si](C)(C)C)cc1. RXN SMILES: [C:23](=[O:24])([O-:25])[O-:26].[CH3:1][C:2]#[N:3].[CH3:29][Si:30]([CH3:31])([CH3:32])[CH2:33][CH2:34][O:35][CH2:36][Cl:37].[CH3:38][CH2:39][O:40][C:41](=[O:42])[CH3:43].[CH3:4][O:5][C:6]([c:7]1[c:8]([C:13]([c:14]2[cH:15][cH:16][c:17]([OH:20])[cH:18][cH:19]2)=[O:21])[cH:9][cH:10][cH:11][cH:12]1)=[O:22].[Cs+:27].[Cs+:28]>>[CH3:4][O:5][C:6]([c:7]1[c:8]([C:13]([c:14]2[cH:15][cH:16][c:17]([O:20][CH2:36][O:35][CH2:34][CH2:33][Si:30]([CH3:29])([CH3:31])[CH3:32])[cH:18][cH:19]2)=[O:21])[cH:9][cH:10][cH:11][cH:12]1)=[O:22].